Dataset: the Open Reaction Database (ORD), a public repository of structured organic reaction records. Task: describe an organic reaction: reactants, conditions, products, and yield The reactants are N1CCC(CC1)N1C(NC2=NC=CC=C21)=O (1-piperidin-4-yl-1,3-dihydroimidazo[4,5-b]pyridin-2-one), C(C1=CC=CC=C1)OC1=NC(=CC(=C1)C(=O)C1=CC2=C(N(C(O2)=O)C)C(=C1)C)Cl (6-(2-benzyloxy-6-chloro-pyridine-4-carbonyl)-3,4-dimethyl-3H-benzoxazol-2-one). The solvent is CN1CCCC1=O (NMP). Conditions: temperature 120 celsius, time 8 hour. Yields the product C(C1=CC=CC=C1)OC1=CC(=CC(=N1)N1CCC(CC1)N1C(NC2=NC=CC=C21)=O)C(=O)C2=CC1=C(N(C(O1)=O)C)C(=C2)C (1-[6′-benzyloxy-4′-(3,4-dimethyl-2-oxo-2,3-dihydro-benzoxazole-6-carbonyl)-3,4,5,6-tetrahydro-2H-[1,2′]bipyridinyl-4-yl]-1,3-dihydro-imidazo[4,5-b]pyridin-2-one). Reaction SMILES: [NH:1]1[CH2:6][CH2:5][CH:4]([N:7]2[C:15]3[C:10](=[N:11][CH:12]=[CH:13][CH:14]=3)[NH:9][C:8]2=[O:16])[CH2:3][CH2:2]1.[CH2:17]([O:24][C:25]1[CH:30]=[C:29]([C:31]([C:33]2[CH:43]=[C:42]([CH3:44])[C:36]3[N:37]([CH3:41])[C:38](=[O:40])[O:39][C:35]=3[CH:34]=2)=[O:32])[CH:28]=[C:27](Cl)[N:26]=1)[C:18]1[CH:23]=[CH:22][CH:21]=[CH:20][CH:19]=1>CN1C(=O)CCC1>[CH2:17]([O:24][C:25]1[N:26]=[C:27]([N:1]2[CH2:2][CH2:3][CH:4]([N:7]3[C:15]4[C:10](=[N:11][CH:12]=[CH:13][CH:14]=4)[NH:9][C:8]3=[O:16])[CH2:5][CH2:6]2)[CH:28]=[C:29]([C:31]([C:33]2[CH:43]=[C:42]([CH3:44])[C:36]3[N:37]([CH3:41])[C:38](=[O:40])[O:39][C:35]=3[CH:34]=2)=[O:32])[CH:30]=1)[C:18]1[CH:19]=[CH:20][CH:21]=[CH:22][CH:23]=1. Reported procedure: 785 mg (3.60 mmol) 1-piperidin-4-yl-1,3-dihydroimidazo[4,5-b]pyridin-2-one and 500 mg (1.22 mmol) 6-(2-benzyloxy-6-chloro-pyridine-4-carbonyl)-3,4-dimethyl-3H-benzoxazol-2-one (mixture) were combined in 5 mL NMP and stirred overnight at 120° C. The reaction mixture was purified by preparative HPLC. The fractions containing the product were combined and evaporated down. The residue was triturated with DIPE, suction filtered, washed with DIPE and dried. Reactants: NC1=C(C=CC=C1)C=1C=CC=2C(=CC=C3C=CNC23)C1 (7-(2-aminophenyl)benz[g]indole), C(C=O)(=O)OCC (ethyl glyoxylate), C(C)O (ethanol). Yields the product C1=C2C=3C(C=NC2=CC=C1)=NC1=C2C(=C(CC13)C(=O)OCC)C=CC=C2 (Ethyl 13H-benz[6,7]indolo[2,3-c]quinoline-12-carboxylate). Isolated yield 53.0%. Reaction SMILES: NC1C=CC=CC=1[C:8]1[CH:9]=[CH:10][C:11]2[C:12]([CH:20]=1)=C[CH:14]=[C:15]1[C:19]=2[NH:18][CH:17]=[CH:16]1.[C:21]([O:25][CH2:26][CH3:27])(=[O:24])[CH:22]=O.[CH2:28](O)[CH3:29]>>[CH:29]1[CH:28]=[CH:10][CH:11]=[C:19]2[C:15]=1[C:16]1[C:17](=[N:18][C:19]3[C:15]=1[CH2:14][C:22]([C:21]([O:25][CH2:26][CH3:27])=[O:24])=[C:12]1[CH:20]=[CH:8][CH:9]=[CH:10][C:11]=31)[CH:17]=[N:18]2. Reported procedure: Subsequently, 20 ml of ethanol was added to 540 mg (2.1 mmol) of 7-(2-aminophenyl)benz[g]indole and 260 mg (2.5 mmol) of ethyl glyoxylate (polymeric) and the obtained mixture was heated under reflux for 8 hours. After distilling off the solvent, the residue was purified by silica gel column chromatography to thereby give 380 mg (yield: 53%) of the title compound. Starting materials: OC1=CC=C(C=C1)CCCCCCCCC(=O)O (9(4-hydroxyphenyl)-nonanoic acid), ( 3A ), OS(=O)(=O)O (H2SO4), CO (methanol). Yields the product OC1=CC=C(C=C1)CCCCCCCCC(=O)OC (9(4-Hydroxyphenyl)nonanoic acid, methyl ester). RXN SMILES: [OH:1][C:2]1[CH:7]=[CH:6][C:5]([CH2:8][CH2:9][CH2:10][CH2:11][CH2:12][CH2:13][CH2:14][CH2:15][C:16]([OH:18])=[O:17])=[CH:4][CH:3]=1.OS(O)(=O)=O.[CH3:24]O>>[OH:1][C:2]1[CH:3]=[CH:4][C:5]([CH2:8][CH2:9][CH2:10][CH2:11][CH2:12][CH2:13][CH2:14][CH2:15][C:16]([O:18][CH3:24])=[O:17])=[CH:6][CH:7]=1. Reported procedure: A mixture of 31.8 gms 9(4-hydroxyphenyl)-nonanoic acid, 15 gm molecular sieves (3A), 320 ml methanol, and 5 ml H2SO4 was refluxed for 48 hrs. The reaction mixture was cooled, filtered through diatomaceous earth, and the methanol removed in vacuo. The residue was dissolved in CHCl3, washed twice with 5% NaHCO3, twice with water, and once with NaCl solution. The aqueous phase was back-washed with ether. The organic layers were filtered, combined, dried over MgSO4, treated with decolorizing carbon,... Reactants: CCCCc1ccc(C#Cc2ccc(CN(CCc3ccc(Cl)cc3)Cc3ccc(C(=O)OC)cc3)cc2)cc1, CO, Cl, [Na+], [OH-]. The product is CCCCc1ccc(C#Cc2ccc(CN(CCc3ccc(Cl)cc3)Cc3ccc(C(=O)O)cc3)cc2)cc1. Reaction SMILES: [CH2:1]([CH2:2][CH2:3][CH3:4])[c:5]1[cH:6][cH:7][c:8]([C:11]#[C:12][c:13]2[cH:14][cH:15][c:16]([CH2:17][N:18]([CH2:19][CH2:20][c:21]3[cH:22][cH:23][c:24]([Cl:27])[cH:25][cH:26]3)[CH2:28][c:29]3[cH:30][cH:31][c:32]([C:33](=[O:34])[O:35][CH3:36])[cH:37][cH:38]3)[cH:39][cH:40]2)[cH:9][cH:10]1.[CH3:44][OH:45].[ClH:43].[Na+:42].[OH-:41]>>[CH2:1]([CH2:2][CH2:3][CH3:4])[c:5]1[cH:6][cH:7][c:8]([C:11]#[C:12][c:13]2[cH:14][cH:15][c:16]([CH2:17][N:18]([CH2:19][CH2:20][c:21]3[cH:22][cH:23][c:24]([Cl:27])[cH:25][cH:26]3)[CH2:28][c:29]3[cH:30][cH:31][c:32]([C:33](=[O:34])[OH:35])[cH:37][cH:38]3)[cH:39][cH:40]2)[cH:9][cH:10]1. The reactants are BrC=1C=C2CCCC(C2=CC1)=O (6-bromo-1-tetralone), N1C=NC=C1 (imidazole), S(=O)(Cl)Cl (thionyl chloride). Product: BrC=1C=C2CCC=C(C2=CC1)N1C=NC=C1 (6-Bromo-1-(1-imidazolyl)-3,4-dihydronaphthalene). Reaction SMILES: [Br:1][C:2]1[CH:3]=[C:4]2[C:9](=[CH:10][CH:11]=1)[C:8](=O)[CH2:7][CH2:6][CH2:5]2.[NH:13]1[CH:17]=[CH:16][N:15]=[CH:14]1.S(Cl)(Cl)=O>>[Br:1][C:2]1[CH:3]=[C:4]2[C:9](=[CH:10][CH:11]=1)[C:8]([N:13]1[CH:17]=[CH:16][N:15]=[CH:14]1)=[CH:7][CH2:6][CH2:5]2. Procedure details: Analogously to Example 1, 2.25 g of 6-bromo-1-tetralone are reacted with 1.36 g of imidazole and 0.873 ml of thionyl chloride, yielding the title compound, which is purified by column chromatography (SiO2, hexane/ethyl acetate 9:1 to 1:1) and crystallisation from hexane/ether; m.p. 58°-64°, 1H-NMR (CDCl3): δ (ppm)=0.43 (m, 2H), 2.9 (m, 2H), 6.12 (t, 2H), 6.63 (d, 1H), 7.02 (d, 1H), 7.18 (d, 1H), 7.28 (dd, 1H), 7.36 (d, 1H), 7.61 (s, 1H).